This data is from the Open Reaction Database (ORD), a public repository of structured organic reaction records. The task is: describe an organic reaction: reactants, conditions, products, and yield Reactants: C1(=CC=C(C=C1)C(CCC1=NC(=NO1)CCl)=O)C1=CC=CC=C1 (5-[3-(4-biphenylyl)-3-oxopropyl]-3-chloromethyl-1,2,4-oxadiazole), [BH4-].[Na+] (sodium borohydride). Solvent: C(C)O (ethanol). Reaction conditions: time 10 minute. Product: C1(=CC=C(C=C1)C(CCC1=NC(=NO1)CCl)O)C1=CC=CC=C1 (5-[3-(4-biphenylyl)-3-hydroxypropyl]-3-chloromethyl-1,2,4-oxadiazole). Isolated yield 96.5%. As a reaction SMILES: [C:1]1([C:18]2[CH:23]=[CH:22][CH:21]=[CH:20][CH:19]=2)[CH:6]=[CH:5][C:4]([C:7](=[O:17])[CH2:8][CH2:9][C:10]2[O:14][N:13]=[C:12]([CH2:15][Cl:16])[N:11]=2)=[CH:3][CH:2]=1.[BH4-].[Na+]>C(O)C>[C:1]1([C:18]2[CH:23]=[CH:22][CH:21]=[CH:20][CH:19]=2)[CH:2]=[CH:3][C:4]([CH:7]([OH:17])[CH2:8][CH2:9][C:10]2[O:14][N:13]=[C:12]([CH2:15][Cl:16])[N:11]=2)=[CH:5][CH:6]=1 |f:1.2|. Reported procedure: To a solution of 1.03 g of 5-[3-(4-biphenylyl)-3-oxopropyl]-3-chloromethyl-1,2,4-oxadiazole obtained in Example 3 in 100 ml of ethanol was added 0.12 g of sodium borohydride. After stirring for 10 minutes at room temperature, the reaction mixture was concentrated under reduced pressure. The residue was treated with ice-water and extracted with chloroform. The organic phase was washed with water, dried over sodium sulfate and evaporated to give 1.0 g of 5-[3-(4-biphenylyl)-3-hydroxypropyl]-3-chlo... Reaction SMILES: [Cl:1][C:2]1[CH:9]=[CH:8][C:5]([CH:6]=O)=[C:4]([O:10][CH3:11])[CH:3]=1.[N+:12]([CH3:15])([O-:14])=[O:13].Cl.CN.C([O-])(=O)C.[Na+]>>[Cl:1][C:2]1[CH:9]=[CH:8][C:5](/[CH:6]=[CH:15]/[N+:12]([O-:14])=[O:13])=[C:4]([O:10][CH3:11])[CH:3]=1 |f:2.3,4.5|. The product is ClC1=CC(=C(C=C1)\C=C\[N+](=O)[O-])OC ((E)-4-chloro-2-methoxy-1-(2-nitrovinyl)benzene). Reported procedure: 4-Chloro-2-methoxybenzaldehyde (250 mg, 1.47 mmol) was diluted with nitromethane (556 μL, 10.3 mmol) followed by the addition of methylamine hydrochloride (59.4 mg, 0.879 mmol) and sodium acetate (72.1 mg, 0.879 mmol). After stirring for 12 hours, the reaction was loaded directly onto a biotage 25 cartridge and eluted with 5% ethyl acetate/hexanes to yield (E)-4-chloro-2-methoxy-1-(2-nitrovinyl)benzene (245 mg, 1.15 mmol, 78.3% yield). Starting materials: ClC1=CC(=C(C=O)C=C1)OC (4-Chloro-2-methoxybenzaldehyde), [N+](=O)([O-])C (nitromethane), Cl.CN (methylamine hydrochloride), C(C)(=O)[O-].[Na+] (sodium acetate). Conditions: time 12 hour. Isolated yield 78.2%. Starting materials: CC(C)(O[Si](C)(C)C(C)(C)C)c1[nH]c2cc(C(F)(F)F)c(C#N)cc2c1Sc1cccc([N+](=O)[O-])c1, CCCC[N+](CCCC)(CCCC)CCCC, C1CCOC1, [F-]. Product: CC(C)(O)c1[nH]c2cc(C(F)(F)F)c(C#N)cc2c1Sc1cccc([N+](=O)[O-])c1. RXN SMILES: [C:1]([Si:2]([CH3:3])([CH3:4])[O:6][C:7]([CH3:8])([CH3:9])[c:10]1[nH:11][c:12]2[cH:13][c:14]([C:31]([F:32])([F:33])[F:34])[c:15]([C:29]#[N:30])[cH:16][c:17]2[c:18]1[S:19][c:20]1[cH:21][c:22]([N+:26](=[O:27])[O-:28])[cH:23][cH:24][cH:25]1)([CH3:5])([CH3:35])[CH3:36].[CH2:38]([N+:39]([CH2:40][CH2:41][CH2:42][CH3:43])([CH2:44][CH2:45][CH2:46][CH3:47])[CH2:48][CH2:49][CH2:50][CH3:51])[CH2:52][CH2:53][CH3:54].[CH2:55]1[O:56][CH2:57][CH2:58][CH2:59]1.[F-:37]>>[OH:6][C:7]([CH3:8])([CH3:9])[c:10]1[nH:11][c:12]2[cH:13][c:14]([C:31]([F:32])([F:33])[F:34])[c:15]([C:29]#[N:30])[cH:16][c:17]2[c:18]1[S:19][c:20]1[cH:21][c:22]([N+:26](=[O:27])[O-:28])[cH:23][cH:24][cH:25]1.